From a dataset of the Open Reaction Database (ORD), a public repository of structured organic reaction records. describe an organic reaction: reactants, conditions, products, and yield Reactants: COC1=CC=C(CN(C2=NC=C(C=N2)C=2C3=C(N=C(N2)N2CCOCC2)NCC3)CC3=CC=C(C=C3)OC)C=C1 (bis-(4-methoxy-benzyl)-[5-(2-morpholin-4-yl-6,7-dihydro-5H-pyrrolo[2,3-d]pyrimidin-4-yl)-pyrimidin-2-yl]-amine), C(=S)(Cl)Cl (thiophosgene), 1-D-18, 4-{2-[bis-(4-methoxy-benzyl)-amino]-pyrimidin-5-yl}-2-morpholin-4-yl-5,6-dihydro-pyrrolo[2,3-d]pyrimidine-7-carbothioic acid [4-(4-ethyl-piperazine-1-carbonyl)-phenyl]-amide, NC1=CC=C(C=C1)C(=O)N1CCN(CC1)CC ((4-amino-phenyl)-(4-ethyl-piperazin-1-yl)-methanone), C(C)N1CCN(CC1)C1=CC(=C(C(=C1)F)N)F (4-(4-ethyl-piperazin-1-yl)-2,6-difluoro-phenylamine), crude product. The product is C(C)N1CCN(CC1)C(=O)C1=CC=C(C=C1)NC(=S)N1CCC2=C1N=C(N=C2C=2C=NC(=NC2)N)N2CCOCC2 (4-(2-Amino-pyrimidin-5-yl)-2-morpholin-4-yl-5,6-dihydro-pyrrolo[2,3-d]pyrimidine-7-carbothioic acid [4-(4-ethyl-piperazine-1-carbonyl)-phenyl]-amide). Isolated yield 62.0%. As a reaction SMILES: COC1C=CC(C[N:8](CC2C=CC(OC)=CC=2)[C:9]2[N:14]=[CH:13][C:12]([C:15]3[C:16]4[CH2:29][CH2:28][NH:27][C:17]=4[N:18]=[C:19]([N:21]4[CH2:26][CH2:25][O:24][CH2:23][CH2:22]4)[N:20]=3)=[CH:11][N:10]=2)=CC=1.[NH2:41][C:42]1[CH:47]=[CH:46][C:45]([C:48]([N:50]2[CH2:55][CH2:54][N:53]([CH2:56][CH3:57])[CH2:52][CH2:51]2)=[O:49])=[CH:44][CH:43]=1.C(N1CCN(C2C=C(F)C(N)=C(F)C=2)CC1)C.[C:75](Cl)(Cl)=[S:76]>>[CH2:56]([N:53]1[CH2:52][CH2:51][N:50]([C:48]([C:45]2[CH:44]=[CH:43][C:42]([NH:41][C:75]([N:27]3[C:17]4[N:18]=[C:19]([N:21]5[CH2:26][CH2:25][O:24][CH2:23][CH2:22]5)[N:20]=[C:15]([C:12]5[CH:11]=[N:10][C:9]([NH2:8])=[N:14][CH:13]=5)[C:16]=4[CH2:29][CH2:28]3)=[S:76])=[CH:47][CH:46]=2)=[O:49])[CH2:55][CH2:54]1)[CH3:57]. Procedure details: Using bis-(4-methoxy-benzyl)-[5-(2-morpholin-4-yl-6,7-dihydro-5H-pyrrolo[2,3-d]pyrimidin-4-yl)-pyrimidin-2-yl]-amine (80.9 mg) and (4-amino-phenyl)-(4-ethyl-piperazin-1-yl)-methanone (42 mg) obtained in Step B in Example 1-D-103 instead of 4-(4-ethyl-piperazin-1-yl)-2,6-difluoro-phenylamine, and thiophosgene (22.9 μl) instead of triphosgene, in the same manner as Step D in Example 1-D-18, 4-{2-[bis-(4-methoxy-benzyl)-amino]-pyrimidin-5-yl}-2-morpholin-4-yl-5,6-dihydro-pyrrolo[2,3-d]pyrimidine-7-... Reactants: O=C1CCCCCC1, N#Cc1ccc(C=O)cc1, O=P(O)(O)O. Product: N#Cc1ccc(C=C2CCCCCC2=O)cc1. RXN SMILES: [C:11]1(=[O:18])[CH2:12][CH2:13][CH2:14][CH2:15][CH2:16][CH2:17]1.[C:1](#[N:2])[c:3]1[cH:4][cH:5][c:6]([CH:7]=[O:8])[cH:9][cH:10]1.[P:19](=[O:20])([OH:21])([OH:22])[OH:23]>>[C:1](#[N:2])[c:3]1[cH:4][cH:5][c:6]([CH:7]=[C:12]2[C:11](=[O:18])[CH2:17][CH2:16][CH2:15][CH2:14][CH2:13]2)[cH:9][cH:10]1. The product is C(C)(C)(C)OC(=O)NCC=1SC=C(N1)C(=O)O (2-(N-t-butoxycarbonylamino)methylthiazol-4-carboxylic acid). As a reaction SMILES: [OH-].[Na+].[C:3]([O:7][C:8]([NH:10][CH2:11][C:12]1[S:13][CH:14]=[C:15]([C:17]([O:19]CC)=[O:18])[N:16]=1)=[O:9])([CH3:6])([CH3:5])[CH3:4]>C(O)C>[C:3]([O:7][C:8]([NH:10][CH2:11][C:12]1[S:13][CH:14]=[C:15]([C:17]([OH:19])=[O:18])[N:16]=1)=[O:9])([CH3:6])([CH3:4])[CH3:5] |f:0.1|. Yield: 81.8%. Solvent: C(C)O (ethanol). The reactants are [OH-].[Na+] (sodium hydroxide), C(C)(C)(C)OC(=O)NCC=1SC=C(N1)C(=O)OCC (ethyl 2-(N-t-butoxycarbonylamino)methylthiazol-4-carboxylate). Procedure details: A 20 ml portion of a 2N aqueous sodium hydroxide solution was added to 100 ml of an ethanol solution containing 5.727 g of ethyl 2-(N-t-butoxycarbonylamino)methylthiazol-4-carboxylate, and the mixture was then stirred at room temperature for 45 minutes. After adjustment to pH 5 with 2N hydrochloric acid, the solvent was evaporated under reduced pressure. Further, the solution was dissolved in 300 ml of ethanol under heating, and after the removal of a salt by filtration, the solvent was evaporat... Conditions: time 45 minute. The reactants are COC=1C=CC(=C(C1)N)C1CC2=CC=C(C=C2CC1)OC (5-methoxy-2-(6-methoxy-1,2,3,4-tetrahydronaphthalen-2-yl)phenylamine), Cl.C(C)(C)N(CCOC1=C(C=C(C(=O)O)C=C1)F)C(C)C (4-(2-diisopropylaminoethoxy)-3-fluorobenzoic acid hydrochloride), C(C)(C)N(CCOC1=C(C=C(CNC2=C(C=CC(=C2)OC)C2CC3=CC=C(C=C3CC2)OC)C=C1)F)C(C)C ([4-(2-diisopropylaminoethoxy)-3-fluorobenzyl][5-methoxy-2-(6-methoxy-1,2,3,4-tetrahydronaphthalen-2-yl)phenyl]amine). Product: C(C)(C)N(CCOC1=C(C=C(CN(C2=C(C=CC(=C2)OC)C2CC3=CC=C(C=C3CC2)OC)CC)C=C1)F)C(C)C ([4-(2-diisopropylaminoethoxy)-3-fluorobenzyl]ethyl[5-methoxy-2-(6-methoxy-1,2,3,4-tetrahydronaphthalen-2-yl)phenyl]amine). As a reaction SMILES: COC1C=CC(C2CCC3C(=CC=C(OC)C=3)C2)=C(N)C=1.Cl.[CH:23]([N:26]([CH:40]([CH3:42])[CH3:41])[CH2:27][CH2:28][O:29][C:30]1[CH:38]=[CH:37][C:33]([C:34](O)=O)=[CH:32][C:31]=1[F:39])([CH3:25])[CH3:24].C(N(C(C)C)CCOC1C=C[C:53]([CH2:54][NH:55][C:56]2[CH:61]=[C:60]([O:62][CH3:63])[CH:59]=[CH:58][C:57]=2[CH:64]2[CH2:73][CH2:72][C:71]3[C:66](=[CH:67][CH:68]=[C:69]([O:74][CH3:75])[CH:70]=3)[CH2:65]2)=CC=1F)(C)C>>[CH:23]([N:26]([CH:40]([CH3:42])[CH3:41])[CH2:27][CH2:28][O:29][C:30]1[CH:38]=[CH:37][C:33]([CH2:34][N:55]([CH2:54][CH3:53])[C:56]2[CH:61]=[C:60]([O:62][CH3:63])[CH:59]=[CH:58][C:57]=2[CH:64]2[CH2:73][CH2:72][C:71]3[C:66](=[CH:67][CH:68]=[C:69]([O:74][CH3:75])[CH:70]=3)[CH2:65]2)=[CH:32][C:31]=1[F:39])([CH3:25])[CH3:24] |f:1.2|. Procedure: Synthesized from 5-methoxy-2-(6-methoxy-1,2,3,4-tetrahydronaphthalen-2-yl)phenylamine and 4-(2-diisopropylaminoethoxy)-3-fluorobenzoic acid hydrochloride according to an analogous synthetic method to Example 152, [4-(2-diisopropylaminoethoxy)-3-fluorobenzyl][5-methoxy-2-(6-methoxy-1,2,3,4-tetrahydronaphthalen-2-yl)phenyl]amine (459 mg) was used according to an analogous synthetic method to Example 36 to provide [4-(2-diisopropylaminoethoxy)-3-fluorobenzyl]ethyl[5-methoxy-2-(6-methoxy-1,2,3,4-tet... Starting materials: CCOC(=O)CCCCBr, CN(C)C=O, [H-], [Na+], O, CCOC(=O)c1cc2ccccc2[nH]1. Product: CCOC(=O)CCCCn1c(C(=O)OCC)cc2ccccc21. RXN SMILES: [Br:17][CH2:18][CH2:19][CH2:20][CH2:21][C:22](=[O:23])[O:24][CH2:25][CH3:26].[CH3:28][N:29]([CH3:30])[CH:31]=[O:32].[H-:15].[Na+:16].[OH2:27].[nH:1]1[c:2]([C:10](=[O:11])[O:12][CH2:13][CH3:14])[cH:3][c:4]2[cH:5][cH:6][cH:7][cH:8][c:9]12>>[n:1]1([CH2:18][CH2:19][CH2:20][CH2:21][C:22](=[O:23])[O:24][CH2:25][CH3:26])[c:2]([C:10](=[O:11])[O:12][CH2:13][CH3:14])[cH:3][c:4]2[cH:5][cH:6][cH:7][cH:8][c:9]12. The reactants are OC=1C=CC2=C(C=C(CCS2(=O)=O)C(=O)OC)C1 (methyl 7-hydroxy-1,1-dioxo-2,3-dihydro-1-benzothiepine-4-carboxylate), C(CC)OC=1C=C(C=CC1)OB(O)O (3-propoxyphenylboric acid), cupric acetate, 4A, ClCCl (dichloromethane). The solvent is C(C)N(CC)CC (triethylamine). Run at time 17 hour. The product is C(CC)OC=1C=C(OC=2C=CC3=C(C=C(CCS3(=O)=O)C(=O)OC)C2)C=CC1 (methyl 7-(3-propoxyphenoxy)-1,1-dioxo-2,3-dihydro-1-benzothiepine-4-carboxylate). Isolated yield 65.0%. RXN SMILES: [OH:1][C:2]1[CH:3]=[CH:4][C:5]2[S:11](=[O:13])(=[O:12])[CH2:10][CH2:9][C:8]([C:14]([O:16][CH3:17])=[O:15])=[CH:7][C:6]=2[CH:18]=1.[CH2:19]([O:22][C:23]1[CH:24]=[C:25](OB(O)O)[CH:26]=[CH:27][CH:28]=1)[CH2:20][CH3:21].ClCCl>C(N(CC)CC)C>[CH2:19]([O:22][C:23]1[CH:28]=[C:27]([CH:26]=[CH:25][CH:24]=1)[O:1][C:2]1[CH:3]=[CH:4][C:5]2[S:11](=[O:13])(=[O:12])[CH2:10][CH2:9][C:8]([C:14]([O:16][CH3:17])=[O:15])=[CH:7][C:6]=2[CH:18]=1)[CH2:20][CH3:21]. Reported procedure: To a mixture of methyl 7-hydroxy-1,1-dioxo-2,3-dihydro-1-benzothiepine-4-carboxylate (400 mg), 3-propoxyphenylboric acid (536 mg), cupric acetate (271 mg), MS 4A (0.8 g) and dichloromethane (15 ml) was added at room temperature triethylamine (1.04 ml), and the resulting mixture was stirred for 17 hours. The reaction mixture was filtered to remove an insoluble material and the filtrate was concentrated under reduced pressure. The residue was subjected to separation and purification using column c... Reactants: BrN1C(CCC1=O)=O (N-bromosuccinimide), C(C1=CC=CC=C1)(=O)N1CC=CC1 (1-benzoyl-3-pyrroline), C(CO)O (ethylene glycol), O (water). Run at time 8 hour. Yields the product C(C1=CC=CC=C1)(=O)N1C[C@H]([C@@H](C1)OCCO)Br (trans-1-benzoyl-3-bromo-4-(2-hydroxyethoxy)-pyrrolidine). Reaction SMILES: [C:1]([N:9]1[CH2:13][CH:12]=[CH:11][CH2:10]1)(=[O:8])[C:2]1[CH:7]=[CH:6][CH:5]=[CH:4][CH:3]=1.[Br:14]N1C(=O)CCC1=O.O.[CH2:23]([OH:26])[CH2:24][OH:25]>>[C:1]([N:9]1[CH2:13][C@@H:12]([O:25][CH2:24][CH2:23][OH:26])[C@H:11]([Br:14])[CH2:10]1)(=[O:8])[C:2]1[CH:7]=[CH:6][CH:5]=[CH:4][CH:3]=1. Procedure: 95 g (0.55 mol) of 1-benzoyl-3-pyrroline are dissolved in 380 g of ethylene glycol, and 101 g (0.57 mol) of N-bromosuccinimide are added in 5 g portions over a period of 2 hours at room temperature. The mixture is then stirred overnight at room temperature and poured into water, followed by extraction with methylene chloride, drying over magnesium sulphate and concentration of the solution. The residue (188 g) was chromatographed with ethyl acetate on silica gel.